This data is from the Open Reaction Database (ORD), a public repository of structured organic reaction records. The task is: describe an organic reaction: reactants, conditions, products, and yield Reactants: O=C(C(C1=CC=CC=C1)(CCP(=O)(OCC)OCC)OC)C1=CC=CC=C1 (1-Oxo-2-methoxy-2-(2-diethylphosphonoethyl)-1,2-diphenylethane), COC(C(C1=CC=CC=C1)=O)C1=CC=CC=C1 (benzoin methyl ether), CCOP(=O)(OCC)OC=C (diethyl vinyl phosphonate), [OH-].[Na+] (Sodium hydroxide). The solvent is CO (methanol). Reaction conditions: temperature 0 celsius. Product: O=C(C(C1=CC=CC=C1)(CCP(=O)(OCC)O)OC)C1=CC=CC=C1 (1-OXO-2-METHOXY-2-(2-ETHYLPHOSPHONOETHYL)-1,2-DIPHENYLETHANE). RXN SMILES: [O:1]=[C:2]([C:22]1[CH:27]=[CH:26][CH:25]=[CH:24][CH:23]=1)[C:3]([O:20][CH3:21])([CH2:10][CH2:11][P:12]([O:17]CC)([O:14][CH2:15][CH3:16])=[O:13])[C:4]1[CH:9]=[CH:8][CH:7]=[CH:6][CH:5]=1.COC(C1C=CC=CC=1)C(=O)C1C=CC=CC=1.CCOP(OC=C)(OCC)=O.[OH-].[Na+]>CO>[O:1]=[C:2]([C:22]1[CH:27]=[CH:26][CH:25]=[CH:24][CH:23]=1)[C:3]([O:20][CH3:21])([CH2:10][CH2:11][P:12]([OH:17])([O:14][CH2:15][CH3:16])=[O:13])[C:4]1[CH:5]=[CH:6][CH:7]=[CH:8][CH:9]=1 |f:3.4|. Procedure: 1-Oxo-2-methoxy-2-(2-diethylphosphonoethyl)-1,2-diphenylethane (100 g, prepared from benzoin methyl ether and diethyl vinyl phosphonate as described in Example 1 of U.S. Pat. No. 4,082,821) is dissolved in methanol (400 ml). Sodium hydroxide (40 g) is added to the solution and the mixture is heated under reflux for 2 hours. The methanol is removed by rotary evaporation, water (300 ml) is added and the mixture is washed with diethyl ether (4×100 ml). The resulting aqueous mixture is cooled to 0° ... Reactants: C(C)OC(=O)N[C@@H](CC1=CC=CC=C1)C(=O)N(OC)C (EtOCO-Phe-N(OMe)Me), [H-].[Al+3].[Li+].[H-].[H-].[H-] (Lithium aluminum hydride). Solvent: CCOCC (Et2O). Run at temperature 0 celsius, time 40 minute. The product is C(C)OC(=O)N[C@@H](CC1=CC=CC=C1)C=O (EtOCO-Phe-CHO). RXN SMILES: [CH2:1]([O:3][C:4]([NH:6][C@H:7]([C:15](N(C)OC)=[O:16])[CH2:8][C:9]1[CH:14]=[CH:13][CH:12]=[CH:11][CH:10]=1)=[O:5])[CH3:2].[H-].[Al+3].[Li+].[H-].[H-].[H-]>CCOCC>[CH2:1]([O:3][C:4]([NH:6][C@H:7]([CH:15]=[O:16])[CH2:8][C:9]1[CH:14]=[CH:13][CH:12]=[CH:11][CH:10]=1)=[O:5])[CH3:2] |f:1.2.3.4.5.6|. Procedure: To 56 mg (200 μmole) (12), prepared in Step 1, above, was added 2 mL of dry Et2O, and the solution was cooled to 0° C. Lithium aluminum hydride (9.5 mg, 50 μmole, 1.25 eq. H-) was added, and the reaction was monitored by TLC. After 2 h the reaction was quenched with ca. 4 mL ethyl acetate and the solution stirred for 40 min. The organic layer was washed 2× with dilute HCl, 2× with saturated NaHCO3, and 1× with brine. The organic layer was dried with Na2SO4, filtered, and the filtrate evaporated.... Reactants: ClCCl, CC1C(c2cc(C(F)(F)F)cc(C(F)(F)F)c2)OC(=O)N1Cc1cc(C(F)(F)F)ccc1CO. The product is CC1C(c2cc(C(F)(F)F)cc(C(F)(F)F)c2)OC(=O)N1Cc1cc(C(F)(F)F)ccc1C=O. Reaction SMILES: [Cl:35][CH2:36][Cl:37].[F:1][C:2]([c:3]1[cH:4][c:5]([CH:13]2[CH:14]([CH3:32])[N:15]([CH2:19][c:20]3[c:21]([CH2:30][OH:31])[cH:22][cH:23][c:24]([C:26]([F:27])([F:28])[F:29])[cH:25]3)[C:16](=[O:18])[O:17]2)[cH:6][c:7]([C:9]([F:10])([F:11])[F:12])[cH:8]1)([F:33])[F:34]>>[F:1][C:2]([c:3]1[cH:4][c:5]([CH:13]2[CH:14]([CH3:32])[N:15]([CH2:19][c:20]3[c:21]([CH:30]=[O:31])[cH:22][cH:23][c:24]([C:26]([F:27])([F:28])[F:29])[cH:25]3)[C:16](=[O:18])[O:17]2)[cH:6][c:7]([C:9]([F:10])([F:11])[F:12])[cH:8]1)([F:33])[F:34]. Starting materials: Cl.C(C1=CC=CC=C1)NC1CCC2=CC(=C(C=C12)OC)OC (1-benzylamino-5,6-dimethoxyindane hydrochloride), C([O-])([O-])=O.[K+].[K+] (potassium carbonate), [I-].[K+] (potassium iodide), BrCC(=O)OCC (ethyl bromoacetate). Solvent: C(C)O (ethanol). The product is Cl.C(C1=CC=CC=C1)N(CC(=O)O)C1CCC2=CC(=C(C=C12)OC)OC (N-benzyl-N-(5,6-dimethoxy-1-indanyl)glycine hydrochloride). The yield is 69.7%. Reaction SMILES: [ClH:1].[CH2:2]([NH:9][CH:10]1[C:18]2[C:13](=[CH:14][C:15]([O:21][CH3:22])=[C:16]([O:19][CH3:20])[CH:17]=2)[CH2:12][CH2:11]1)[C:3]1[CH:8]=[CH:7][CH:6]=[CH:5][CH:4]=1.C(=O)([O-])[O-].[K+].[K+].[I-].[K+].Br[CH2:32][C:33]([O:35]CC)=[O:34]>C(O)C>[ClH:1].[CH2:2]([N:9]([CH:10]1[C:18]2[C:13](=[CH:14][C:15]([O:21][CH3:22])=[C:16]([O:19][CH3:20])[CH:17]=2)[CH2:12][CH2:11]1)[CH2:32][C:33]([OH:35])=[O:34])[C:3]1[CH:4]=[CH:5][CH:6]=[CH:7][CH:8]=1 |f:0.1,2.3.4,5.6,9.10|. Reported procedure: To a solution of 17 g of 1-benzylamino-5,6-dimethoxyindane hydrochloride in 300 ml of ethanol are added 10 g of potassium carbonate, 3.0 g of potassium iodide and 17 g of ethyl bromoacetate, and the mixture is refluxed for 8 hours. The ethanol is distilled off under reduced pressure, 500 ml of ice-water is added to the residue, and extraction with 500 ml of ethyl acetate is carried out. After the extract is washed with water and dried, the ethyl acetate is distilled off under reduced pressure. T... Reactants: CC1NC1 (2-Methylaziridine), C(C=C)(=O)OCCOC(C=C)=O (Ethylene glycol diacrylate). Yields the product CC1N(C1)CCC(=O)OCCOC(CCN1C(C1)C)=O (Ethylene glycol di(2-methyl-1-aziridinepropionate)). As a reaction SMILES: [CH3:1][CH:2]1[CH2:4][NH:3]1.[C:5]([O:9][CH2:10][CH2:11][O:12][C:13](=[O:16])[CH:14]=[CH2:15])(=[O:8])[CH:6]=[CH2:7]>>[CH3:1][CH:2]1[CH2:4][N:3]1[CH2:7][CH2:6][C:5]([O:9][CH2:10][CH2:11][O:12][C:13](=[O:16])[CH2:14][CH2:15][N:3]1[CH2:4][CH:2]1[CH3:1])=[O:8]. Procedure: 2-Methylaziridine (9.1 gm) was charged in a 100 ml round bottle reaction vessel equipped with a condenser and dropping funnel. Ethylene glycol diacrylate (13.5 gm) was slowly added to the solution while stirring with a magnetic stirrer to maintain the solution temperature below about 40°-45° C. The resulting solution was further stirred at 50° C. for 30 minutes and at room temperature for 30 minutes. Ethylene glycol di(2-methyl-1-aziridinepropionate) was formed as a slightly yellowish viscous li...